From a dataset of the Open Reaction Database (ORD), a public repository of structured organic reaction records. describe an organic reaction: reactants, conditions, products, and yield The reactants are C(C)(=O)O[C@@H]1O[C@@H]([C@@H]([C@@H]([C@H]1N=C=S)OC(C)=O)OC(C)=O)COC(C)=O ((2S,3R,4R,5R,6R)-6-(acetoxymethyl)-3-isothiocyanatotetrahydro-2H-pyran-2,4,5-triyl triacetate), C(C#C)N (propargyl amine). The solvent is C(Cl)Cl (DCM). Run at time 1 hour. Product: crude product, C(C)(=O)O[C@@H]1O[C@@H]([C@@H]([C@@H]([C@H]1NC(=S)NCC#C)OC(C)=O)OC(C)=O)COC(C)=O ((2S,3R,4R,5R,6R)-6-(acetoxymethyl)-3-(3-(prop-2-yn-1-yl)thioureido)tetrahydro-2H-pyran-2,4,5-triyl triacetate). The yield is 99.4%. Reaction SMILES: [C:1]([O:4][C@H:5]1[C@H:10]([N:11]=[C:12]=[S:13])[C@@H:9]([O:14][C:15](=[O:17])[CH3:16])[C@@H:8]([O:18][C:19](=[O:21])[CH3:20])[C@@H:7]([CH2:22][O:23][C:24](=[O:26])[CH3:25])[O:6]1)(=[O:3])[CH3:2].[CH2:27]([NH2:30])[C:28]#[CH:29]>C(Cl)Cl>[C:1]([O:4][C@H:5]1[C@H:10]([NH:11][C:12]([NH:30][CH2:27][C:28]#[CH:29])=[S:13])[C@@H:9]([O:14][C:15](=[O:17])[CH3:16])[C@@H:8]([O:18][C:19](=[O:21])[CH3:20])[C@@H:7]([CH2:22][O:23][C:24](=[O:26])[CH3:25])[O:6]1)(=[O:3])[CH3:2]. Procedure details: To a solution of (2S,3R,4R,5R,6R)-6-(acetoxymethyl)-3-isothiocyanatotetrahydro-2H-pyran-2,4,5-triyl triacetate (1.4 g, 3.6 mmol) in DCM (15 mL) at 0° C., was added propargyl amine (0.345 mL, 5.4 mmol) dropwise. After the addition, reaction mixture was stirred at RT for 1 h. DCM layer was washed with satd. NaHCO3, dried over anhydrous Na2SO4 and concentrated. The crude product (2S,3R,4R,5R,6R)-6-(acetoxymethyl)-3-(3-(prop-2-yn-1-yl)thioureido)tetrahydro-2H-pyran-2,4,5-triyl triacetate (1.59 g, 98... The reactants are NC1=CC(=C(C#N)C=C1N)C (4,5-diamino-2-methylbenzonitrile), C(=O)O (formic acid). Yields the product CC1=CC2=C(NC=N2)C=C1C#N (5-methyl-1H-benzimidazole-6-carbonitrile). As a reaction SMILES: [NH2:1][C:2]1[C:9]([NH2:10])=[CH:8][C:5]([C:6]#[N:7])=[C:4]([CH3:11])[CH:3]=1.[CH:12](O)=O>>[CH3:11][C:4]1[C:5]([C:6]#[N:7])=[CH:8][C:9]2[NH:10][CH:12]=[N:1][C:2]=2[CH:3]=1. Procedure details: A reaction mixture of 4,5-diamino-2-methylbenzonitrile (20 mg) and formic acid (6 ml) was refluxed for 3 hours. The reaction solution was cooled and concentrated. To the residue was added a 1M aqueous NaOH solution, and extracted with EtOAc. The organic layer was dried over anhydrous MgSO4, and then filtered, and the filtrate was concentrated to obtain 5-methyl-1H-benzimidazole-6-carbonitrile as colorless powders. Reactants: CCN(CC)CCn1nc2c3cc(OC)ccc3oc3c([N+](=O)[O-])ccc1c32, C1CCOC1. The product is CCN(CC)CCn1nc2c3cc(OC)ccc3oc3c(N)ccc1c32. Reaction SMILES: [CH2:1]([CH3:2])[N:3]([CH2:4][CH2:5][n:6]1[n:7][c:8]2[c:9]3[c:10]([c:11]([N+:15]([O-:16])=[O:17])[cH:12][cH:13][c:14]13)[o:18][c:19]1[c:20]2[cH:21][c:22]([O:25][CH3:26])[cH:23][cH:24]1)[CH2:27][CH3:28].[O:29]1[CH2:30][CH2:31][CH2:32][CH2:33]1>>[CH2:1]([CH3:2])[N:3]([CH2:4][CH2:5][n:6]1[n:7][c:8]2[c:9]3[c:10]([c:11]([NH2:15])[cH:12][cH:13][c:14]13)[o:18][c:19]1[c:20]2[cH:21][c:22]([O:25][CH3:26])[cH:23][cH:24]1)[CH2:27][CH3:28]. Starting materials: CN(C)C=O, [H][H], O=[N+]([O-])c1ccc(O)cc1N1CCOCC1. The product is Nc1ccc(O)cc1N1CCOCC1. RXN SMILES: [CH3:19][N:20]([CH3:21])[CH:22]=[O:23].[H:17][H:18].[O:1]1[CH2:2][CH2:3][N:4]([c:7]2[cH:8][c:9]([OH:16])[cH:10][cH:11][c:12]2[N+:13]([O-:14])=[O:15])[CH2:5][CH2:6]1>>[O:1]1[CH2:2][CH2:3][N:4]([c:7]2[cH:8][c:9]([OH:16])[cH:10][cH:11][c:12]2[NH2:13])[CH2:5][CH2:6]1. Reactants: CC(C)CC(NC(=O)c1ccc(C2CCOC2)c(OCC2CC2)n1)C(N)=O, O=C(O)c1ccc(C2CCOC2)c(OCC2CC2)n1, O=C(O)c1ccc(C2CCCO2)c(OCC2CC2)n1, CC(C)(N)CO. The product is CC(C)(CO)NC(=O)c1ccc(C2CCOC2)c(OCC2CC2)n1. RXN SMILES: [C:39]([CH:40]([NH:41][C:42]([c:43]1[cH:44][cH:45][c:46]([CH:47]2[CH2:48][CH2:49][O:50][CH2:51]2)[c:52]([O:53][CH2:54][CH:55]2[CH2:56][CH2:57]2)[n:58]1)=[O:59])[CH2:60][CH:61]([CH3:62])[CH3:63])(=[O:64])[NH2:65].[CH:1]1([CH2:4][O:5][c:6]2[c:7]([CH:15]3[CH2:16][O:17][CH2:18][CH2:19]3)[cH:8][cH:9][c:10]([C:12](=[O:13])[OH:14])[n:11]2)[CH2:2][CH2:3]1.[CH:20]1([CH2:21][O:22][c:23]2[n:24][c:25]([C:26]([OH:27])=[O:28])[cH:29][cH:30][c:31]2[CH:32]2[CH2:33][CH2:34][CH2:35][O:36]2)[CH2:37][CH2:38]1.[NH2:66][C:67]([CH2:68][OH:69])([CH3:70])[CH3:71]>>[CH:1]1([CH2:4][O:5][c:6]2[c:7]([CH:15]3[CH2:16][O:17][CH2:18][CH2:19]3)[cH:8][cH:9][c:10]([C:12](=[O:14])[NH:66][C:67]([CH2:68][OH:69])([CH3:70])[CH3:71])[n:11]2)[CH2:2][CH2:3]1.